From a dataset of the Open Reaction Database (ORD), a public repository of structured organic reaction records. describe an organic reaction: reactants, conditions, products, and yield Starting materials: CC1=C(C=C(C(=O)OC)C=C1)C1=CN=C(N1)C (methyl 4-methyl-3-(2-methyl-1H-imidazol-5-yl)benzoate), CC1=C(C=C(C(=O)OC)C=C1)C1=CN=C(N1)C (methyl 4-methyl-3-(2-methyl-1H-imidazol-5-yl)benzoate). Run in CO (methanol), [OH-].[Na+] (sodium hydroxide). Run at temperature 50 celsius. Yields the product CC1=C(C=C(C(=O)O)C=C1)C=1N=C(NC1)C (4-Methyl-3-(2-methyl-1H-imidazol-4-yl)benzoic acid). Isolated yield 62.3%. RXN SMILES: [CH3:1][C:2]1[CH:11]=[CH:10][C:5]([C:6]([O:8]C)=[O:7])=[CH:4][C:3]=1[C:12]1[NH:16][C:15]([CH3:17])=[N:14][CH:13]=1>CO.[OH-].[Na+]>[CH3:1][C:2]1[CH:11]=[CH:10][C:5]([C:6]([OH:8])=[O:7])=[CH:4][C:3]=1[C:12]1[N:16]=[C:15]([CH3:17])[NH:14][CH:13]=1 |f:2.3|. Reported procedure: Methyl 4-methyl-3-(2-methyl-1H-imidazol-5-yl)benzoate (compound 7.1, 219 mg, 0.95 mmol) was dissolved in a mixture of methanol (20 mL) and aqueous sodium hydroxide (5 mL, 2M). The resulting solution was heated at 50° C. for 16 hrs, then the reaction was cooled to room temperature and the organic solvent was removed under reduced pressure. The resulting aqueous residue was acidified to pH 3-4 with aqeuous HCl (2 M). The resulting solids were collected and dried to yield 128 mg (62%) of the title ... Starting materials: O=C(Cl)c1ccccc1, ClCCl, CC(C)=O, [N-]=C=S, [NH4+], c1cc(N2CCC(COc3ccc4c(c3)CNCC4)CC2)ccn1. Product: NC(=S)N1CCc2ccc(OCC3CCN(c4ccncc4)CC3)cc2C1. RXN SMILES: [C:5]([Cl:6])(=[O:7])[c:8]1[cH:9][cH:10][cH:11][cH:12][cH:13]1.[CH2:42]([Cl:43])[Cl:44].[CH3:38][C:39](=[O:40])[CH3:41].[N-:1]=[C:2]=[S:3].[NH4+:4].[n:14]1[cH:15][cH:16][c:17]([N:20]2[CH2:21][CH2:22][CH:23]([CH2:26][O:27][c:28]3[cH:29][cH:30][c:31]4[c:36]([cH:37]3)[CH2:35][NH:34][CH2:33][CH2:32]4)[CH2:24][CH2:25]2)[cH:18][cH:19]1>>[NH2:1][C:2](=[S:3])[N:34]1[CH2:33][CH2:32][c:31]2[cH:30][cH:29][c:28]([O:27][CH2:26][CH:23]3[CH2:22][CH2:21][N:20]([c:17]4[cH:16][cH:15][n:14][cH:19][cH:18]4)[CH2:25][CH2:24]3)[cH:37][c:36]2[CH2:35]1. Reaction SMILES: [CH3:13][Si:14]([O:15][CH2:16][CH2:17][O:18][Si:21]([CH3:22])([CH3:23])[CH3:24])([CH3:19])[CH3:20].[CH3:1][Si:2]([O:3][S:4]([C:5]([F:6])([F:7])[F:8])(=[O:9])=[O:10])([CH3:11])[CH3:12].[Cl:36][CH2:37][Cl:38].[O:25]=[C:26]1[CH2:27][CH:28]([C:32](=[O:33])[O:34][CH3:35])[CH2:29][CH2:30][CH2:31]1>>[O:15]1[CH2:16][CH2:17][O:18][C:26]12[CH2:27][CH:28]([C:32](=[O:33])[O:34][CH3:35])[CH2:29][CH2:30][CH2:31]2. The product is COC(=O)C1CCCC2(C1)OCCO2. Reactants: C[Si](C)(C)OCCO[Si](C)(C)C, C[Si](C)(C)OS(=O)(=O)C(F)(F)F, ClCCl, COC(=O)C1CCCC(=O)C1. The reactants are [I-].ClC=1C=C(C=C(C1)Cl)C=1OC(C([NH+]1)(C)C)=CI (2-(3',5'-dichlorophenyl)-5-iodomethylene-4,4-dimethyloxazolinium iodide), ClN1C(CCC1=O)=O (N-chlorosuccinimide). Solvent: O (water), O (water), CO (methanol). Conditions: time 1 hour. Yields the product IC(C(C(C)(C)NC(C1=CC(=CC(=C1)Cl)Cl)=O)=O)I (N-(3',3'-diiodo-1',1'-dimethylacetonyl)-3,5-dichlorobenzamide). Isolated yield 73.7%. Reaction SMILES: [I-:1].[Cl:2][C:3]1[CH:4]=[C:5]([C:10]2[O:11][C:12](=[CH:17][I:18])[C:13]([CH3:16])([CH3:15])[NH+:14]=2)[CH:6]=[C:7]([Cl:9])[CH:8]=1.ClN1C(=[O:25])CCC1=O>CO.O>[I:1][CH:17]([I:18])[C:12](=[O:11])[C:13]([NH:14][C:10](=[O:25])[C:5]1[CH:4]=[C:3]([Cl:2])[CH:8]=[C:7]([Cl:9])[CH:6]=1)([CH3:16])[CH3:15] |f:0.1|. Procedure: 2-(3',5'-dichlorophenyl)-5-iodomethylene-4,4-dimethyloxazolinium iodide (5.0 gm, 0.0098 m) was disolved in methanol (200 ml) and N-chlorosuccinimide (3.3 gm, 0.025 m) was added. The mixture was stirred at room temperature for about 1 hour, then diluted with enough water to obtain a cloudy solution and stirred overnight. The reaction mixture was further diluted with water, then filtered and the solid obtained was dried and recrystallized from a mixture of ethyl acetate and hexane to yield 3.8 gm ... Starting materials: Nc1ccc(Br)cn1, CN(C)C=O, O=C(O)C1(c2ccc3c(c2)OCO3)CC1, O=S(Cl)Cl, c1ccncc1. The product is O=C(Nc1ccc(Br)cn1)C1(c2ccc3c(c2)OCO3)CC1. As a reaction SMILES: [Br:25][c:26]1[cH:27][cH:28][c:29]([NH2:32])[n:30][cH:31]1.[CH3:20][N:21]([CH3:22])[CH:23]=[O:24].[O:1]1[CH2:2][O:3][c:4]2[c:5]1[cH:6][cH:7][c:8]([C:10]1([C:13](=[O:14])[OH:15])[CH2:11][CH2:12]1)[cH:9]2.[S:16]([Cl:17])([Cl:18])=[O:19].[cH:33]1[cH:34][cH:35][n:36][cH:37][cH:38]1>>[O:1]1[CH2:2][O:3][c:4]2[c:5]1[cH:6][cH:7][c:8]([C:10]1([C:13](=[O:15])[NH:32][c:29]3[cH:28][cH:27][c:26]([Br:25])[cH:31][n:30]3)[CH2:11][CH2:12]1)[cH:9]2. Starting materials: CCOC(=O)CBr, O=C([O-])[O-], CN(C)C=O, [K+], [K+], Nc1ccccc1C(=O)NCc1ccccc1, O. Yields the product CCOC(=O)CNc1ccccc1C(=O)NCc1ccccc1. Reaction SMILES: [Br:18][CH2:19][C:20](=[O:21])[O:22][CH2:23][CH3:24].[C:25](=[O:26])([O-:27])[O-:28].[CH3:32][N:33]([CH3:34])[CH:35]=[O:36].[K+:29].[K+:30].[NH2:1][c:2]1[c:3]([C:4](=[O:5])[NH:6][CH2:7][c:8]2[cH:9][cH:10][cH:11][cH:12][cH:13]2)[cH:14][cH:15][cH:16][cH:17]1.[OH2:31]>>[NH:1]([c:2]1[c:3]([C:4](=[O:5])[NH:6][CH2:7][c:8]2[cH:9][cH:10][cH:11][cH:12][cH:13]2)[cH:14][cH:15][cH:16][cH:17]1)[CH2:19][C:20](=[O:21])[O:22][CH2:23][CH3:24]. Reactants: BrC=1C=C(C(=O)OC)C=CC1OC(C)C (Methyl 3-bromo-4-isopropyloxybenzoate), O (H2O), CN(C)C=O (DMF). Reagents/catalysts: [C-]#N.[Zn+2].[C-]#N (zinc cyanide), C1(=CC=CC=C1)P([C-]1C=CC=C1)C1=CC=CC=C1.[C-]1(C=CC=C1)P(C1=CC=CC=C1)C1=CC=CC=C1.[Fe+2] (1,1′-bis(diphenylphosphino)ferrocene). Conditions: temperature 120 celsius, time 48 hour. The product is C(#N)C=1C=C(C(=O)OC)C=CC1OC(C)C (Methyl 3-cyano-4-isopropyloxybenzoate). Reaction SMILES: Br[C:2]1[CH:3]=[C:4]([CH:9]=[CH:10][C:11]=1[O:12][CH:13]([CH3:15])[CH3:14])[C:5]([O:7][CH3:8])=[O:6].O.[CH3:17][N:18](C=O)C>[C-]#N.[Zn+2].[C-]#N.C1(P(C2C=CC=CC=2)[C-]2C=CC=C2)C=CC=CC=1.[C-]1(P(C2C=CC=CC=2)C2C=CC=CC=2)C=CC=C1.[Fe+2]>[C:17]([C:2]1[CH:3]=[C:4]([CH:9]=[CH:10][C:11]=1[O:12][CH:13]([CH3:15])[CH3:14])[C:5]([O:7][CH3:8])=[O:6])#[N:18] |f:3.4.5,6.7.8|. Reported procedure: A mixture of 1.32 g (4.83 mmol) of methyl 3-bromo-4-isopropyloxybenzoate (from Step B), 341 mg (2.90 mmol) of zinc cyanide, 67 mg (0.12 mmol) of 1,1′-bis(diphenylphosphino)ferrocene, 44 mg (0.05 mmol) of tris(dibenzylideneacetone) dipalladium(0)-chloroform complex and 50 μL of H2O in 5.0 mL of DMF was stirred at 120° C. for 48 h. The mixture was cooled, then partitioned between EtOAc and sat'd NaCl. The aqueous layer was separated and extracted with 3× EtOAc. The organic layers were combined, dr... Reactants: ClC1=CC=C(C=C1)CCCN(C1=CC=C(C(=O)OCC)C=C1)CCCC1=CC=C(C=C1)Cl (4-[bis[3-(p-chlorophenyl)propyl]amino]benzoic acid, ethyl ester), Cl (hydrochloric acid), [OH-].[K+] (potassium hydroxide), C(C)O (ethanol). Run in O (water). Product: ClC1=CC=C(C=C1)CCCN(C1=CC=C(C(=O)O)C=C1)CCCC1=CC=C(C=C1)Cl (4-[Bis[3-(p-chlorophenyl)propyl]amino]benzoic acid). As a reaction SMILES: [Cl:1][C:2]1[CH:7]=[CH:6][C:5]([CH2:8][CH2:9][CH2:10][N:11]([CH2:23][CH2:24][CH2:25][C:26]2[CH:31]=[CH:30][C:29]([Cl:32])=[CH:28][CH:27]=2)[C:12]2[CH:22]=[CH:21][C:15]([C:16]([O:18]CC)=[O:17])=[CH:14][CH:13]=2)=[CH:4][CH:3]=1.[OH-].[K+].C(O)C.Cl>O>[Cl:1][C:2]1[CH:3]=[CH:4][C:5]([CH2:8][CH2:9][CH2:10][N:11]([CH2:23][CH2:24][CH2:25][C:26]2[CH:31]=[CH:30][C:29]([Cl:32])=[CH:28][CH:27]=2)[C:12]2[CH:22]=[CH:21][C:15]([C:16]([OH:18])=[O:17])=[CH:14][CH:13]=2)=[CH:6][CH:7]=1 |f:1.2|. Reported procedure: A solution of 5.6 g. of 4-[bis[3-(p-chlorophenyl)propyl]amino]benzoic acid, ethyl ester and 3 g. of 85% potassium hydroxide in 50 ml. of ethanol is stirred at 75° C. for 4 hours, cooled, diluted with 100 ml. of water, and adjusted to pH 6.0 with 37% hydrochloric acid. The solution is extracted with two 150 ml. portions of ether. The ether extracts are combined, washed with 100 ml. of water, then 100 ml. of brine, dried over magnesium sulfate, and evaporated to an orange solid. This solid is recr...